Task: describe an organic reaction: reactants, conditions, products, and yield. Dataset: the Open Reaction Database (ORD), a public repository of structured organic reaction records The reactants are CCO, ClCc1cc2c3ccccc3n(Cc3cc(Cl)ccc3Cl)c2cn1, ClCCl, Cl, [N-]=[N+]=[N-], [Na+]. The product is [N-]=[N+]=NCc1cc2c3ccccc3n(Cc3cc(Cl)ccc3Cl)c2cn1. RXN SMILES: [CH3:30][CH2:31][OH:32].[Cl:2][CH2:3][c:4]1[n:5][cH:6][c:7]2[n:8]([CH2:17][c:18]3[c:19]([Cl:25])[cH:20][cH:21][c:22]([Cl:24])[cH:23]3)[c:9]3[cH:10][cH:11][cH:12][cH:13][c:14]3[c:15]2[cH:16]1.[Cl:33][CH2:34][Cl:35].[ClH:1].[N-:27]=[N+:28]=[N-:29].[Na+:26]>>[CH2:3]([c:4]1[n:5][cH:6][c:7]2[n:8]([CH2:17][c:18]3[c:19]([Cl:25])[cH:20][cH:21][c:22]([Cl:24])[cH:23]3)[c:9]3[cH:10][cH:11][cH:12][cH:13][c:14]3[c:15]2[cH:16]1)[N:27]=[N+:28]=[N-:29]. Reactants: O1C(CCCC1)N1N=C(C=C1[N+](=O)[O-])C(=O)OC (Methyl 1-(tetrahydro-2H-pyran-2-yl)-5-nitro-1H-pyrazole-3-carboxylate), [OH-].[Li+] (Lithium hydroxide). Run in CO.C1CCOC1.O (MeOH THF H2O), O (water). Run at time 16 hour. The product is O1C(CCCC1)N1N=C(C=C1[N+](=O)[O-])C(=O)O (1-(tetrahydro-2H-pyran-2-yl)-5-nitro-1H-pyrazole-3-carboxylic acid). Yield: 177.7%. RXN SMILES: [O:1]1[CH2:6][CH2:5][CH2:4][CH2:3][CH:2]1[N:7]1[C:11]([N+:12]([O-:14])=[O:13])=[CH:10][C:9]([C:15]([O:17]C)=[O:16])=[N:8]1.[OH-].[Li+]>CO.C1COCC1.O.O>[O:1]1[CH2:6][CH2:5][CH2:4][CH2:3][CH:2]1[N:7]1[C:11]([N+:12]([O-:14])=[O:13])=[CH:10][C:9]([C:15]([OH:17])=[O:16])=[N:8]1 |f:1.2,3.4.5|. Procedure details: Methyl 1-(tetrahydro-2H-pyran-2-yl)-5-nitro-1H-pyrazole-3-carboxylate (500 mg, 0.70 mmol) was dissolved in a mixture of MeOH/THF/H2O (1:2:1, 20 mL). Lithium hydroxide (56.3 mg, 2.35 mmol) was added and the reaction mixture was stirred for 16 hrs. The reaction mixture was diluted with water and washed with DCM. The aqueous phase was evaporated which gave 1-(tetrahydro-2H-pyran-2-yl)-5-nitro-1H-pyrazole-3-carboxylic acid (300 mg, 64%) as a white solid which was used without further purification in... Starting materials: NC=1C=2N(C=CC1)C(=C(N2)C(=O)OCC)C (Ethyl 8-amino-3-methylimidazo[1,2-a]pyridine-2-carboxylate), CC1=C(CCl)C(=CC=C1)C (2,6-dimethylbenzyl chloride), C([O-])([O-])=O.[Na+].[Na+] (sodium carbonate), [I-].[K+] (potassium iodide). Run in C(C)#N (acetonitrile). Conditions: time 20 hour. Yields the product CC1=C(CNC=2C=3N(C=CC2)C(=C(N3)C(=O)OCC)C)C(=CC=C1)C (Ethyl 8-(2,6-dimethylbenzylamino)-3-methylimidazo[1,2-a]pyridine-2-carboxylate). Yield: 56.5%. As a reaction SMILES: [NH2:1][C:2]1[C:3]2[N:4]([C:8]([CH3:16])=[C:9]([C:11]([O:13][CH2:14][CH3:15])=[O:12])[N:10]=2)[CH:5]=[CH:6][CH:7]=1.[CH3:17][C:18]1[CH:25]=[CH:24][CH:23]=[C:22]([CH3:26])[C:19]=1[CH2:20]Cl.C(=O)([O-])[O-].[Na+].[Na+].[I-].[K+]>C(#N)C>[CH3:17][C:18]1[CH:25]=[CH:24][CH:23]=[C:22]([CH3:26])[C:19]=1[CH2:20][NH:1][C:2]1[C:3]2[N:4]([C:8]([CH3:16])=[C:9]([C:11]([O:13][CH2:14][CH3:15])=[O:12])[N:10]=2)[CH:5]=[CH:6][CH:7]=1 |f:2.3.4,5.6|. Procedure details: Ethyl 8-amino-3-methylimidazo[1,2-a]pyridine-2-carboxylate (4.6 g, 21 mmol), 2,6-dimethylbenzyl chloride (3.2 g, 21 mmol), sodium carbonate (4.4 g, 42 mmol) and a cat. amount of potassium iodide were added to acetonitrile (50 ml) and refluxed for 3 h., stirred for 20 h. at room temperature and refluxed for 1 h. The solids were removed by filtration and the solvents were evaporated under reduced pressure. The residue was dissolved in methylene chloride and washed with water. The organic layer was... Starting materials: FC(C=1N=C2N(CCNC2)C1)(F)F (2-(trifluoromethyl)-5,6,7,8-tetrahydroimidazo[1,2-a]pyrazine), C(C)O (ethanol), FC(C=1N=C2N(CCNC2)C1)(F)F (2-(trifluoromethyl)-5,6,7,8-tetrahydroimidazo[1,2-a]pyrazine), ClCC(C)=O (1-chloro-2-propanone). The reagents and catalysts are [Pt](=O)=O (platinum (IV) oxide). Run in CO (methanol). Product: CC=1N=C2N(CCNC2)C1 (2-Methyl-5,6,7,8-tetrahydroimidazo[1,2-a]pyrazine). Reaction SMILES: F[C:2](F)(F)[C:3]1[N:4]=[C:5]2[CH2:10][NH:9][CH2:8][CH2:7][N:6]2[CH:11]=1.ClCC(=O)C.C(O)C>[Pt](=O)=O.CO>[CH3:2][C:3]1[N:4]=[C:5]2[CH2:10][NH:9][CH2:8][CH2:7][N:6]2[CH:11]=1. Reported procedure: 2-Methyl-5,6,7,8-tetrahydroimidazo[1,2-a]pyrazine was prepared in an analogous manner to that described above for 2-(trifluoromethyl)-5,6,7,8-tetrahydroimidazo[1,2-a]pyrazine (Intermediate 4) but starting from 1-chloro-2-propanone instead of 3-bromo-1,1,1-trifluoro-2-propanone and using platinum (IV) oxide and ethanol in the place of 10% palladium on carbon paste and methanol for the hydrogenation step. Reactants: Cl.CC(CCOC1=CC=C(CC=2C3=C(SC2C2=CC=C(C=C2)OCCN2CCCC2)C=CC=C3)C=C1)C(=O)OC (3-[4-(3-Methyl-4-methoxy-4-oxobutyloxy)benzyl]-2-[4-[2-(1-pyrrolidinyl)ethoxy]phenyl]benzo[b]thiophene Hydrochloride), [OH-].[Na+] (NaOH), CC(=O)C (acetone). Run in CO (methanol). Yields the product CC(CCOC1=CC=C(CC=2C3=C(SC2C2=CC=C(C=C2)OCCN2CCCC2)C=CC=C3)C=C1)C(=O)O (3-[4-(3-Methyl-4-hydroxy-4-oxobutyloxy)benzyl]-2-[4-[2-(1-pyrrolidinyl)ethoxy]phenyl]benzo[b]thiophene). RXN SMILES: Cl.[CH3:2][CH:3]([C:37]([O:39]C)=[O:38])[CH2:4][CH2:5][O:6][C:7]1[CH:36]=[CH:35][C:10]([CH2:11][C:12]2[C:13]3[CH:34]=[CH:33][CH:32]=[CH:31][C:14]=3[S:15][C:16]=2[C:17]2[CH:22]=[CH:21][C:20]([O:23][CH2:24][CH2:25][N:26]3[CH2:30][CH2:29][CH2:28][CH2:27]3)=[CH:19][CH:18]=2)=[CH:9][CH:8]=1.[OH-].[Na+].CC(C)=O>CO>[CH3:2][CH:3]([C:37]([OH:39])=[O:38])[CH2:4][CH2:5][O:6][C:7]1[CH:36]=[CH:35][C:10]([CH2:11][C:12]2[C:13]3[CH:34]=[CH:33][CH:32]=[CH:31][C:14]=3[S:15][C:16]=2[C:17]2[CH:18]=[CH:19][C:20]([O:23][CH2:24][CH2:25][N:26]3[CH2:30][CH2:29][CH2:28][CH2:27]3)=[CH:21][CH:22]=2)=[CH:9][CH:8]=1 |f:0.1,2.3|. Procedure details: The hydrolysis of the product from Example 31 was carried out at room temperature by NaOH solution using acetone and methanol as the solvent. Reactants: solution 1, C(CCCCCCCCCCC)S(=O)(=O)C1=C(OC2=C(C=CC=C2)S(=O)(=O)[O-])C=CC=C1.[Na+] (sodium (dodecylsulfonylphenoxy)benzenesulfonate), O (water). The product is C(C=C)(=O)OCCCC (n-butyl acrylate). As a reaction SMILES: C(S([C:16]1[CH:32]=CC=C[C:17]=1[O:18][C:19]1C=C[CH:22]=[CH:21][C:20]=1S([O-])(=O)=O)(=O)=O)CCCCCCCCCCC.[Na+].[OH2:34]>>[C:17]([O:18][CH2:19][CH2:20][CH2:21][CH3:22])(=[O:34])[CH:16]=[CH2:32] |f:0.1|. Reported procedure: Emulsifier solution 1: 45% strength by weight solution of sodium (dodecylsulfonylphenoxy)benzenesulfonate (Dowfax® 2 A1 from Dow Chemicals) in water Reactants: [H-].[Na+] (sodium hydride), CC1=C(CO)C=CC=C1 (2-methylbenzyl alcohol), C1=CC=CC=2N(CC3=C(CC21)C=CC=C3)C(=O)C3=CC=C(C(=O)Cl)C=C3 (4-[(6,11-dihydro-5H-dibenz[b,e]azepin-5-yl)-carbonyl]benzoyl chloride). Run in O1CCCC1 (tetrahydrofuran). Run at time 1 hour. Product: C1=CC=CC=2N(CC3=C(CC21)C=CC=C3)C(=O)C3=CC=C(C(=O)OCC2=C(C=CC=C2)C)C=C3 ((2-Methylphenyl)methyl 4-[(6,11-dihydro-5H-dibenz[b,e]azepin-5-yl)carbonyl)benzoate). Yield: 32.0%. As a reaction SMILES: [CH3:1][C:2]1[CH:9]=[CH:8][CH:7]=[CH:6][C:3]=1[CH2:4][OH:5].[H-].[Na+].[CH:12]1[C:22]2[CH2:21][C:20]3[CH:23]=[CH:24][CH:25]=[CH:26][C:19]=3[CH2:18][N:17]([C:27]([C:29]3[CH:37]=[CH:36][C:32]([C:33](Cl)=[O:34])=[CH:31][CH:30]=3)=[O:28])[C:16]=2[CH:15]=[CH:14][CH:13]=1>O1CCCC1>[CH:12]1[C:22]2[CH2:21][C:20]3[CH:23]=[CH:24][CH:25]=[CH:26][C:19]=3[CH2:18][N:17]([C:27]([C:29]3[CH:30]=[CH:31][C:32]([C:33]([O:5][CH2:4][C:3]4[CH:6]=[CH:7][CH:8]=[CH:9][C:2]=4[CH3:1])=[O:34])=[CH:36][CH:37]=3)=[O:28])[C:16]=2[CH:15]=[CH:14][CH:13]=1 |f:1.2|. Reported procedure: To a mixture of 248 mg of 2-methylbenzyl alcohol in 4 ml of anhydrous tetrahydrofuran is added 80 mg of sodium hydride (60% in mineral oil) and the mixture stirred for 1 hour. To the mixture is added 430 mg of 4-[(6,11-dihydro-5H-dibenz[b,e]azepin-5-yl)-carbonyl]benzoyl chloride and the mixture is stirred for 18 hours. The tetrahydrofuran is evaporated in vacuo to a residue which is partitioned between methylene chloride and water. The organic layer is separated and washed with 1N HCl, water, 1M...